From a dataset of the Open Reaction Database (ORD), a public repository of structured organic reaction records. describe an organic reaction: reactants, conditions, products, and yield Procedure: A solution of benzyl-3-(hexanoyl)phenyl ether (2.8 g.), 40% aqueous methylamine (1.5 ml) and methanol adjusted to pH 6 with 5% aqueous hydrochloric acid is treated with a methanolic solution of sodium cyanoborohydride. The reaction is stirred overnight. The methanol is removed in vacuo and the remaining mixture is extracted with methylene chloride. The organic extract is dried (MgSO4) and concentrated to an oil. Reactants: C(C1=CC=CC=C1)C1=C(C=CC=C1C(CCCCC)=O)OC1=C(C(=CC=C1)C(CCCCC)=O)CC1=CC=CC=C1 (benzyl-3-(hexanoyl)phenyl ether), C(#N)[BH3-].[Na+] (sodium cyanoborohydride), CN (methylamine), Cl (hydrochloric acid). The solvent is CO (methanol). RXN SMILES: [CH2:1]([C:8]1[C:13]([C:14](=O)[CH2:15][CH2:16][CH2:17][CH2:18][CH3:19])=[CH:12][CH:11]=[CH:10][C:9]=1[O:21][C:22]1[CH:27]=[CH:26][CH:25]=[C:24]([C:28](=O)[CH2:29][CH2:30][CH2:31][CH2:32][CH3:33])[C:23]=1[CH2:35][C:36]1[CH:41]=[CH:40][CH:39]=[CH:38][CH:37]=1)[C:2]1[CH:7]=[CH:6][CH:5]=[CH:4][CH:3]=1.[CH3:42][NH2:43].Cl.[C:45]([BH3-])#[N:46].[Na+]>CO>[CH2:1]([C:8]1[C:13]([CH:14]([NH:43][CH3:42])[CH2:15][CH2:16][CH2:17][CH2:18][CH3:19])=[CH:12][CH:11]=[CH:10][C:9]=1[O:21][C:22]1[CH:27]=[CH:26][CH:25]=[C:24]([CH:28]([NH:46][CH3:45])[CH2:29][CH2:30][CH2:31][CH2:32][CH3:33])[C:23]=1[CH2:35][C:36]1[CH:41]=[CH:40][CH:39]=[CH:38][CH:37]=1)[C:2]1[CH:7]=[CH:6][CH:5]=[CH:4][CH:3]=1 |f:3.4|. Reaction conditions: time 8 hour. Product: C(C1=CC=CC=C1)C1=C(C=CC=C1C(CCCCC)NC)OC1=C(C(=CC=C1)C(CCCCC)NC)CC1=CC=CC=C1 (Benzyl-3-[1-(N-methylamino)hexyl]phenyl ether). Starting materials: FC=1C=C(C=CC1OC=1C=NC(=CC1)NS(=O)(=O)C1=CC=C(C=C1)C)NC(OCC1=CC=CC=C1)=O (benzyl {3-fluoro-4-[(6-{[(4-methylphenyl)sulfonyl]amino}pyridin-3-yl)oxy]phenyl}carbamate), C(C)(C)N(C(C)C)CC (N,N-diisopropylethylamine), ICC(=O)N (iodoacetamide), O (Water). Solvent: CN(C=O)C (N,N-dimethylformamide). Run at time 24 hour. The product is NC(CN\1C=C(C=C/C1=N/S(=O)(=O)C1=CC=C(C=C1)C)OC1=C(C=C(C=C1)NC(OCC1=CC=CC=C1)=O)F)=O (benzyl (4-{[(6Z)-1-(2-amino-2-oxoethyl)-6-{[(4-methylphenyl)sulfonyl]imino}-1,6-dihydropyridin-3-yl]oxy}-3-fluorophenyl)carbamate). Yield: 71.9%. As a reaction SMILES: [F:1][C:2]1[CH:3]=[C:4]([NH:26][C:27](=[O:36])[O:28][CH2:29][C:30]2[CH:35]=[CH:34][CH:33]=[CH:32][CH:31]=2)[CH:5]=[CH:6][C:7]=1[O:8][C:9]1[CH:10]=[N:11][C:12]([NH:15][S:16]([C:19]2[CH:24]=[CH:23][C:22]([CH3:25])=[CH:21][CH:20]=2)(=[O:18])=[O:17])=[CH:13][CH:14]=1.C(N(CC)C(C)C)(C)C.I[CH2:47][C:48]([NH2:50])=[O:49].O>CN(C)C=O>[NH2:50][C:48](=[O:49])[CH2:47][N:11]1[CH:10]=[C:9]([O:8][C:7]2[CH:6]=[CH:5][C:4]([NH:26][C:27](=[O:36])[O:28][CH2:29][C:30]3[CH:31]=[CH:32][CH:33]=[CH:34][CH:35]=3)=[CH:3][C:2]=2[F:1])[CH:14]=[CH:13]/[C:12]/1=[N:15]/[S:16]([C:19]1[CH:24]=[CH:23][C:22]([CH3:25])=[CH:21][CH:20]=1)(=[O:18])=[O:17]. Reported procedure: To a solution of benzyl {3-fluoro-4-[(6-{[(4-methylphenyl)sulfonyl]amino}pyridin-3-yl)oxy]phenyl}carbamate (35.0 g, 69.0 mmol) in N,N-dimethylformamide (350 mL) were added N,N-diisopropylethylamine (15.6 mL, 89.6 mmol) and iodoacetamide (16.6 g, 89.6 mmol), and the mixture was stirred at room temperature for 24 hr. Water was added to the reaction mixture, and the mixture was extracted twice with ethyl acetate/tetrahydrofuran. The combined organic layer was washed with water and saturated brine, ... Reactants: C1CCNCC1, CCO, O=Cc1ccccc1O, O=C1Cc2ccc(-c3cccs3)cc2N1. The product is O=C1Nc2cc(-c3cccs3)ccc2C1=Cc1ccccc1O. As a reaction SMILES: [CH2:25]1[CH2:26][CH2:27][NH:28][CH2:29][CH2:30]1.[CH3:31][CH2:32][OH:33].[CH:16](=[O:17])[c:18]1[cH:19][cH:20][cH:21][cH:22][c:23]1[OH:24].[s:1]1[c:2](-[c:6]2[cH:7][cH:8][c:9]3[c:13]([cH:14]2)[NH:12][C:11](=[O:15])[CH2:10]3)[cH:3][cH:4][cH:5]1>>[s:1]1[c:2](-[c:6]2[cH:7][cH:8][c:9]3[c:13]([cH:14]2)[NH:12][C:11](=[O:15])[C:10]3=[CH:16][c:18]2[cH:19][cH:20][cH:21][cH:22][c:23]2[OH:24])[cH:3][cH:4][cH:5]1. Reactants: O=P(Cl)(Cl)Cl (POCl3), C(C)(C)N(CC)C(C)C (diisopropyl ethyl amine), C(C1=CC=CC=C1)OCC(COCC1=CC=CC=C1)C1CC(C1)S(=O)(=O)[O-].[K+] (potassium 3-(1,3-bis(benzyloxy)propan-2-yl)cyclobutane-1-sulfonate). The solvent is C(Cl)Cl (DCM). Product: C(C1=CC=CC=C1)OCC(COCC1=CC=CC=C1)C1CC(C1)S(=O)(=O)Cl (3-(1,3-bis(benzyloxy)propan-2-yl)cyclobutane-1-sulfonyl chloride). Yield: 67.0%. RXN SMILES: [CH2:1]([O:8][CH2:9][CH:10]([CH:20]1[CH2:23][CH:22]([S:24]([O-:27])(=O)=[O:25])[CH2:21]1)[CH2:11][O:12][CH2:13][C:14]1[CH:19]=[CH:18][CH:17]=[CH:16][CH:15]=1)[C:2]1[CH:7]=[CH:6][CH:5]=[CH:4][CH:3]=1.[K+].O=P(Cl)(Cl)[Cl:31].C(N(C(C)C)CC)(C)C>C(Cl)Cl>[CH2:1]([O:8][CH2:9][CH:10]([CH:20]1[CH2:23][CH:22]([S:24]([Cl:31])(=[O:27])=[O:25])[CH2:21]1)[CH2:11][O:12][CH2:13][C:14]1[CH:19]=[CH:18][CH:17]=[CH:16][CH:15]=1)[C:2]1[CH:7]=[CH:6][CH:5]=[CH:4][CH:3]=1 |f:0.1|. Reported procedure: Using the same reaction conditions, procedure and work up as described for the preparation of Intermediate I-25c (below), potassium 3-(1,3-bis(benzyloxy)propan-2-yl)cyclobutane-1-sulfonate (0.5 g, 1.168 mmol) was reacted with POCl3 (0.22 mL, 2.336 mmol), diisopropyl ethyl amine (0.4 mL, 2.336 mmol) and DCM (20 mL) to afford the crude product. Purification by column chromatography on silica gel (8% ethyl acetate in hexane) afforded 0.32 g of the product (68% yield). Reactants: C(C)(=O)Cl (Acetyl chloride), C(C=C)C=1C=C(C(N)=NO)C=CC1O (3-allyl-4-hydroxybenzamidoxime). Solvent: N1=CC=CC=C1 (pyridine). The product is C(C=C)C1=C(C=CC(=C1)C1=NOC(=N1)C)O (2-allyl-4-(5-methyl-1,2,4-oxadiazol-3-yl)phenol). RXN SMILES: [C:1](Cl)(=O)[CH3:2].[CH2:5]([C:8]1[CH:9]=[C:10]([CH:15]=[CH:16][C:17]=1[OH:18])[C:11](=[N:13][OH:14])[NH2:12])[CH:6]=[CH2:7]>N1C=CC=CC=1>[CH2:5]([C:8]1[CH:9]=[C:10]([C:11]2[N:12]=[C:1]([CH3:2])[O:14][N:13]=2)[CH:15]=[CH:16][C:17]=1[OH:18])[CH:6]=[CH2:7]. Reported procedure: Acetyl chloride (2.28 ml) was added dropwise to a solution of 3-allyl-4-hydroxybenzamidoxime (5.4 g) in pyridine (48 ml). The solution was heated at reflux for 16 hours, cooled to ambient temperature and evaporated. The residue was dissolved in ethyl acetate and the solution was washed with saturated aqueous sodium carbonate solution, dried (MgSO4) and evaporated, to give 2-allyl-4-(5-methyl-1,2,4-oxadiazol-3-yl)phenol as a low-melting solid (3.8 g), m/z 217 (M+H).